From a dataset of the Open Reaction Database (ORD), a public repository of structured organic reaction records. describe an organic reaction: reactants, conditions, products, and yield Reactants: B(Br)(Br)Br (Boron tribromide), COC1=CC=C(C=C1)C=1N=CN(C1C1=CC2=C(N=CN=C2N)S1)C (6-[4-(4-methoxyphenyl)-1-methyl-1H-imidazol-5-yl]thieno[2,3-d]pyrimidin-4-amine), COC1=CC=C(C=C1)C=1N=CN(C1C1=CC2=C(N=CN=C2N)S1)C (6-[4-(4-methoxyphenyl)-1-methyl-1H-imidazol-5-yl]thieno[2,3-d]pyrimidin-4-amine). Run in C(Cl)Cl (DCM). Conditions: time 5 day. Product: NC=1C2=C(N=CN1)SC(=C2)C2=C(N=CN2C)C2=CC=C(C=C2)O (4-[5-(4-Aminothieno[2,3-d]pyrimidin-6-yl)-1-methyl-1H-imidazol-4-yl]phenol). Isolated yield 71.4%. RXN SMILES: B(Br)(Br)Br.C[O:6][C:7]1[CH:12]=[CH:11][C:10]([C:13]2[N:14]=[CH:15][N:16]([CH3:28])[C:17]=2[C:18]2[S:27][C:21]3[N:22]=[CH:23][N:24]=[C:25]([NH2:26])[C:20]=3[CH:19]=2)=[CH:9][CH:8]=1>C(Cl)Cl>[NH2:26][C:25]1[C:20]2[CH:19]=[C:18]([C:17]3[N:16]([CH3:28])[CH:15]=[N:14][C:13]=3[C:10]3[CH:11]=[CH:12][C:7]([OH:6])=[CH:8][CH:9]=3)[S:27][C:21]=2[N:22]=[CH:23][N:24]=1. Procedure: Boron tribromide (1.0M in DCM) (10.1 mL) was added dropwise to 6-[4-(4-methoxyphenyl)-1-methyl-1H-imidazol-5-yl]thieno[2,3-d]pyrimidin-4-amine (Intermediate 107) (0.91 g) in DCM (20 mL) then stirred for 5 days at ambient temperature. The reaction mixture was concentrated in vacuo and the residue partitioned between DCM and water. The aqueous layer was separated and extracted with DCM (3×20 mL), the aqueous layer was then adjusted to pH 9 with concentrated aqueous NH3, the resultant solid filtere... Starting materials: Cl (hydrochloric acid), Cl (HCl), [OH-].[Na+] (sodium hydroxide), CN(C)CC1CC(CCC1(C1=CC(=CC=C1)OC)O)=O (3-dimethylaminomethyl-4-hydroxy-4-(3-methoxy-phenyl)-cyclohexanone), [BH4-].[Na+] (sodium borohydride). Solvent: O (H2O), C(C)(C)O (isopropanol). Reaction conditions: temperature 10 celsius. Yields the product Cl.CN(C)CC1C(CCC(C1)O)(O)C1=CC(=CC=C1)OC (2-dimethylaminomethyl-1-(3-methoxy-phenyl)-cyclohexan-1,4-diol hydrochloride). RXN SMILES: [CH3:1][N:2]([CH2:4][CH:5]1[C:10]([OH:19])([C:11]2[CH:16]=[CH:15][CH:14]=[C:13]([O:17][CH3:18])[CH:12]=2)[CH2:9][CH2:8][C:7](=[O:20])[CH2:6]1)[CH3:3].[BH4-].[Na+].[ClH:23].[OH-].[Na+]>C(O)(C)C.O>[ClH:23].[CH3:3][N:2]([CH2:4][CH:5]1[CH2:6][CH:7]([OH:20])[CH2:8][CH2:9][C:10]1([C:11]1[CH:16]=[CH:15][CH:14]=[C:13]([O:17][CH3:18])[CH:12]=1)[OH:19])[CH3:1] |f:1.2,4.5,8.9|. Reported procedure: 10 g (36 mmole) of compound (66) were dissolved in 80 ml isopropanol and cooled to 10° C. 0.56 g (15 mmole) sodium borohydride were added with stirring. The mixture was then stirred for two hours at room temperature. Whilst cooling the mixture in an ice bath, 20 ml dilute hydrochloric acid were added (1:4 conc. HCl:H2O) followed by 10 ml of 20% aqueous sodium hydroxide solution. The product was extracted twice with dichloromethane. After drying and removal of the solvent by distillation, the cru... Reactants: solution, C(C(=O)O)(=O)O (oxalic acid), FC1=CC2=C(S1)C=CC(=C2)CCOCCN(CCO)C (2-[{2-[2-(2-fluorobenzo[b]thiophen-5-yl)ethoxy]-ethyl}-(methyl)amino]-1-ethanol). The solvent is C(C)(=O)OCC (ethyl acetate), C(C)(=O)OCC (ethyl acetate). Reaction conditions: time 2 hour. Product: C(C(=O)O)(=O)O.FC1=CC2=C(S1)C=CC(=C2)CCOCCN(CCO)C (2-[{2-[2-(2-fluorobenzo[b]-thiophen-5-yl)ethoxy]ethyl}(methyl)amino]-1-ethanol oxalate). Isolated yield 80.7%. RXN SMILES: [F:1][C:2]1[S:6][C:5]2[CH:7]=[CH:8][C:9]([CH2:11][CH2:12][O:13][CH2:14][CH2:15][N:16]([CH3:20])[CH2:17][CH2:18][OH:19])=[CH:10][C:4]=2[CH:3]=1.[C:21]([OH:26])(=[O:25])[C:22]([OH:24])=[O:23]>C(OCC)(=O)C>[C:21]([OH:26])(=[O:25])[C:22]([OH:24])=[O:23].[F:1][C:2]1[S:6][C:5]2[CH:7]=[CH:8][C:9]([CH2:11][CH2:12][O:13][CH2:14][CH2:15][N:16]([CH3:20])[CH2:17][CH2:18][OH:19])=[CH:10][C:4]=2[CH:3]=1 |f:3.4|. Procedure: In 1 mL of ethyl acetate is dissolved 0.58 g of 2-[{2-[2-(2-fluorobenzo[b]thiophen-5-yl)ethoxy]-ethyl}-(methyl)amino]-1-ethanol, to which is added 1 mL of a solution of 0.18 g of oxalic acid in ethyl acetate. The mixture is stirred at ambient temperature for 2 hours. The deposited crystal is collected by filtration, washed with ethyl acetate and dried to obtain 0.61 g of 2-[{2-[2-(2-fluorobenzo[b]-thiophen-5-yl)ethoxy]ethyl}(methyl)amino]-1-ethanol oxalate. The reactants are CS(=O)(=O)C1=NC=CC(=N1)C=1N=NC(=CC1C1=CC(=CC=C1)C(F)(F)F)C1CCN(CC1)C(=O)OCC1=CC=CC=C1 (3-(2-methylsulfonylpyrimidin-4-yl)-4-(3-trifluoromethylphenyl)-6-(N-carbobenzoxypiperidin-4-yl)pyridazine), CC(C1=CC=CC=C1)N ((−)-α-methylbenzylamine). Reaction conditions: temperature 120 celsius. Product: CC(C1=CC=CC=C1)NC1=NC=CC(=N1)C=1N=NC(=CC1C1=CC(=CC=C1)C(F)(F)F)C1CCN(CC1)C(=O)OCC1=CC=CC=C1 (3-[2-(α-methylbenzylamino)pyrimidin-4-yl]-4-(3-trifluoromethylphenyl)-6-(N-carbobenzoxypiperidin-4-yl)pyridazine). Yield: 93.9%. As a reaction SMILES: CS([C:5]1[N:10]=[C:9]([C:11]2[N:12]=[N:13][C:14]([CH:27]3[CH2:32][CH2:31][N:30]([C:33]([O:35][CH2:36][C:37]4[CH:42]=[CH:41][CH:40]=[CH:39][CH:38]=4)=[O:34])[CH2:29][CH2:28]3)=[CH:15][C:16]=2[C:17]2[CH:22]=[CH:21][CH:20]=[C:19]([C:23]([F:26])([F:25])[F:24])[CH:18]=2)[CH:8]=[CH:7][N:6]=1)(=O)=O.[CH3:43][CH:44]([NH2:51])[C:45]1[CH:50]=[CH:49][CH:48]=[CH:47][CH:46]=1>>[CH3:43][CH:44]([NH:51][C:5]1[N:10]=[C:9]([C:11]2[N:12]=[N:13][C:14]([CH:27]3[CH2:28][CH2:29][N:30]([C:33]([O:35][CH2:36][C:37]4[CH:38]=[CH:39][CH:40]=[CH:41][CH:42]=4)=[O:34])[CH2:31][CH2:32]3)=[CH:15][C:16]=2[C:17]2[CH:22]=[CH:21][CH:20]=[C:19]([C:23]([F:26])([F:24])[F:25])[CH:18]=2)[CH:8]=[CH:7][N:6]=1)[C:45]1[CH:50]=[CH:49][CH:48]=[CH:47][CH:46]=1. Reported procedure: Under Ar, a mixture of 28 (0.62 g, 1.0 mmol) and (S) (−)-α-methylbenzylamine (1.5 mL, 11.6 mmol) was heated at 120 ° C. for 3 h. The reaction was chromatographed on a Still column (40 mm) and the product eluted with 80% EtOAc-hexanes to yield 0.6 g of 29. Reactants: ClC=1C(=NC=CC1)N1CC=2N=CN=C(C2CC1)NC1=CC=C2C(CN(CC2=C1)C(C)=O)(C)C (1-(7-(7-(3-chloropyridin-2-yl)-5,6,7,8-tetrahydropyrido[3,4-d]pyrimidin-4-ylamino)-3,4-dihydro-4,4-dimethylisoquinolin-2(1H)-yl)ethanone), Cl (HCl), C(=O)([O-])[O-].[Na+].[Na+] (Na2CO3). Run in C(C)#N (acetonitrile). Conditions: temperature 90 celsius. Yields the product ClC=1C(=NC=CC1)N1CC=2N=CN=C(C2CC1)NC1=CC=C2C(CNCC2=C1)(C)C (7-(3-chloropyridin-2-yl)-5,6,7,8-tetrahydro-N-(1,2,3,4-tetrahydro-4,4-dimethylisoquinolin-7-yl)pyrido[3,4-d]pyrimidin-4-amine). Yield: 55.0%. RXN SMILES: [Cl:1][C:2]1[C:3]([N:8]2[CH2:17][CH2:16][C:15]3[C:14]([NH:18][C:19]4[CH:28]=[C:27]5[C:22]([C:23]([CH3:33])([CH3:32])[CH2:24][N:25](C(=O)C)[CH2:26]5)=[CH:21][CH:20]=4)=[N:13][CH:12]=[N:11][C:10]=3[CH2:9]2)=[N:4][CH:5]=[CH:6][CH:7]=1.Cl.C([O-])([O-])=O.[Na+].[Na+]>C(#N)C>[Cl:1][C:2]1[C:3]([N:8]2[CH2:17][CH2:16][C:15]3[C:14]([NH:18][C:19]4[CH:28]=[C:27]5[C:22]([C:23]([CH3:33])([CH3:32])[CH2:24][NH:25][CH2:26]5)=[CH:21][CH:20]=4)=[N:13][CH:12]=[N:11][C:10]=3[CH2:9]2)=[N:4][CH:5]=[CH:6][CH:7]=1 |f:2.3.4|. Reported procedure: A mixture of 1-(7-(7-(3-chloropyridin-2-yl)-5,6,7,8-tetrahydropyrido[3,4-d]pyrimidin-4-ylamino)-3,4-dihydro-4,4-dimethylisoquinolin-2(1H)-yl)ethanone (10 mg), acetonitrile (2 mL), and 5 N HCl (0.5 mL) was heated overnight at 90° C. The cooled solution was treated with aq. Na2CO3, extracted with EtOAc (15 mL×3). The combined organic layers were washed with brine, dried, and evaporated. The residue was purified by TLC to give a light yellow solid (5 mg). The reactants are CC(C)(C)OC(=O)CNC1c2ccccc2CC1NC(=O)c1cc2cc(Cl)ccc2[nH]1, ClCCl, O=C(O)C(F)(F)F. Yields the product O=C(O)CNC1c2ccccc2CC1NC(=O)c1cc2cc(Cl)ccc2[nH]1. Reaction SMILES: [Cl:1][c:2]1[cH:3][c:4]2[cH:5][c:6]([C:11](=[O:12])[NH:13][CH:14]3[CH:15]([NH:23][CH2:24][C:25](=[O:26])[O:27][C:28]([CH3:29])([CH3:30])[CH3:31])[c:16]4[cH:17][cH:18][cH:19][cH:20][c:21]4[CH2:22]3)[nH:7][c:8]2[cH:9][cH:10]1.[Cl:39][CH2:40][Cl:41].[F:32][C:33]([F:34])([F:35])[C:36]([OH:37])=[O:38]>>[Cl:1][c:2]1[cH:3][c:4]2[cH:5][c:6]([C:11](=[O:12])[NH:13][CH:14]3[CH:15]([NH:23][CH2:24][C:25](=[O:26])[OH:27])[c:16]4[cH:17][cH:18][cH:19][cH:20][c:21]4[CH2:22]3)[nH:7][c:8]2[cH:9][cH:10]1. The reactants are BrC1=CC(=NC=C1)NN (1-(4-bromopyridin-2-yl)hydrazine), ClC1=C(C(=O)Cl)C=CC=C1 (2-chlorobenzoyl chloride). The solvent is CO (MeOH). Run at temperature 115 celsius. The product is BrC1=CC=2N(C=C1)C(=NN2)C2=C(C=CC=C2)Cl (7-Bromo-3-(2-chlorophenyl)-[1,2,4]triazolo[4,3-a]pyridine). As a reaction SMILES: [Br:1][C:2]1[CH:7]=[CH:6][N:5]=[C:4]([NH:8][NH2:9])[CH:3]=1.[Cl:10][C:11]1[CH:19]=[CH:18][CH:17]=[CH:16][C:12]=1[C:13](Cl)=O>CO>[Br:1][C:2]1[CH:7]=[CH:6][N:5]2[C:13]([C:12]3[CH:16]=[CH:17][CH:18]=[CH:19][C:11]=3[Cl:10])=[N:9][N:8]=[C:4]2[CH:3]=1. Procedure details: A mixture of 1-(4-bromopyridin-2-yl)hydrazine (1.00 g, 5.3 mmol) and 2-chlorobenzoyl chloride (8.00 ml, 63 mmol, Aldrich) was heated to 115° C. for 3 h. The mixture was diluted with MeOH and concentrated over SiO2. The residue was purified using column chromatography (MeOH/CH2Cl2=0-10%) yielding the title compound as a tan solid. MS (ESI, pos. ion) m/z: 264.0 (M+1).